From a dataset of the Open Reaction Database (ORD), a public repository of structured organic reaction records. describe an organic reaction: reactants, conditions, products, and yield The reactants are COC1=C(SC(=C1C(=O)OC)C(=O)OC)C(=O)OC (trimethyl 3-methoxy-2,4,5-thiophene tricarboxylate), NCC1N(CCC1)CC ((±) 2-(aminomethyl)-1-ethyl-pyrrolidine). The product is C(=O)(OC)C=1C(=C(SC1C(=O)OC)C(=O)NCC1N(CCC1)CC)OC ((±) 4,5-Dicarbomethoxy-N-[1-ethyl-2-pyrrolidinylmethyl]-3-methoxythiophene-2-carboxamide). Reaction SMILES: [CH3:1][O:2][C:3]1[C:7]([C:8]([O:10][CH3:11])=[O:9])=[C:6]([C:12]([O:14][CH3:15])=[O:13])[S:5][C:4]=1[C:16]([O:18]C)=O.[NH2:20][CH2:21][CH:22]1[CH2:26][CH2:25][CH2:24][N:23]1[CH2:27][CH3:28]>>[C:8]([C:7]1[C:3]([O:2][CH3:1])=[C:4]([C:16]([NH:20][CH2:21][CH:22]2[CH2:26][CH2:25][CH2:24][N:23]2[CH2:27][CH3:28])=[O:18])[S:5][C:6]=1[C:12]([O:14][CH3:15])=[O:13])([O:10][CH3:11])=[O:9]. Reported procedure: The above compound was prepared from trimethyl 3-methoxy-2,4,5-thiophene tricarboxylate and (±) 2-(aminomethyl)-1-ethyl-pyrrolidine as in Example 5.